describe an organic reaction: reactants, conditions, products, and yield From a dataset of the Open Reaction Database (ORD), a public repository of structured organic reaction records. The reactants are C(C)C=1C(=NC(=CN1)CC)NC(CC)CC (3,6-diethyl-N-(1-ethylpropyl)pyrazin-2-amine), C1CC(=O)N(C1=O)I (NIS). Run in CN(C)C=O (DMF). The product is C(C)C=1C(=NC(=C(N1)I)CC)NC(CC)CC (3,6-diethyl-N-(1-ethylpropyl)-5-iodopyrazin-2-amine). Isolated yield 74.0%. RXN SMILES: [CH2:1]([C:3]1[C:4]([NH:11][CH:12]([CH2:15][CH3:16])[CH2:13][CH3:14])=[N:5][C:6]([CH2:9][CH3:10])=[CH:7][N:8]=1)[CH3:2].C1C(=O)N([I:24])C(=O)C1>CN(C=O)C>[CH2:1]([C:3]1[C:4]([NH:11][CH:12]([CH2:15][CH3:16])[CH2:13][CH3:14])=[N:5][C:6]([CH2:9][CH3:10])=[C:7]([I:24])[N:8]=1)[CH3:2]. Procedure details: A solution of 3,6-diethyl-N-(1-ethylpropyl)pyrazin-2-amine, NIS (5.37 g, 23.9 mmol) and anhydrous DMF (100 mL) under N2 was heated at 50° C. for 4 h. The solution was partitioned between ethyl acetate and H2O and separated. The aqueous phase was extracted with ethyl acetate and the combined organics were washed with H2O, brine and dried (MgSO4). The mixture was filtered and concentrated to give a brown oil which was purified by flash chromatography (20% ethyl acetate in heptane) to give 5.57 g (... Starting materials: NC1=CC=C(C=C1)O (4-aminophenol), [N+](=O)([O-])C1=C2C(C(=O)OC2=O)=CC=C1 (3-nitrophthalic anhydride), O (water). Solvent: C(C)(=O)O (acetic acid). Yields the product [N+](=O)([O-])C1=C2C(C(=O)N(C2=O)C2=CC=C(C=C2)O)=CC=C1 (4-(3-nitrophthalimidyl)-phenol). Yield: 78.3%. Reaction SMILES: [NH2:1][C:2]1[CH:7]=[CH:6][C:5]([OH:8])=[CH:4][CH:3]=1.[N+:9]([C:12]1[CH:22]=[CH:21][CH:20]=[C:14]2[C:15]([O:17][C:18](=O)[C:13]=12)=[O:16])([O-:11])=[O:10].O>C(O)(=O)C>[N+:9]([C:12]1[CH:22]=[CH:21][CH:20]=[C:14]2[C:15]([N:1]([C:2]3[CH:7]=[CH:6][C:5]([OH:8])=[CH:4][CH:3]=3)[C:18](=[O:17])[C:13]=12)=[O:16])([O-:11])=[O:10]. Procedure details: The starting material used in the above example can be prepared as follows: 34.3 g (0.31 mol) of 4-aminophenol and 59.9 g (0.31 mol) of 3-nitrophthalic anhydride in 600 ml of acetic acid are refluxed for 6 hours and the mixture is then stirred into 3,000 ml of water. The product which has precipitated is washed with water and dried for 24 hours at 70° C./30 mm Hg. 69 g (78% of theory) of 4-(3-nitrophthalimidyl)-phenol are obtained; melting point 202° C. IR spectrum (KBr): 1785 cm-1 and 1725 cm-1...